The task is: describe an organic reaction: reactants, conditions, products, and yield. This data is from the Open Reaction Database (ORD), a public repository of structured organic reaction records. Reactants: C(C)(=O)OC1=C2C(C(=C(OC2=CC(=C1)OC(C)=O)CBr)C1=CC=C(C=C1)OC)=O (5,7-diacetoxy-4'-methoxy-2-bromomethylisoflavone), aqueous solution, CNC (dimethylamine), Cl (hydrogen chloride). The solvent is C(Cl)(Cl)Cl (chloroform). Reaction conditions: time 1 hour. The product is Cl.CN(C)CC=1OC2=CC(=CC(=C2C(C1C1=CC=C(C=C1)OC)=O)O)O (2-(dimethylaminomethyl)-5,7-dihydroxy-4'-methoxyisoflavone hydrochloride). RXN SMILES: C([O:4][C:5]1[CH:14]=[C:13]([O:15]C(=O)C)[CH:12]=[C:11]2[C:6]=1[C:7](=[O:29])[C:8]([C:21]1[CH:26]=[CH:25][C:24]([O:27][CH3:28])=[CH:23][CH:22]=1)=[C:9]([CH2:19]Br)[O:10]2)(=O)C.[CH3:30][NH:31][CH3:32].[ClH:33]>C(Cl)(Cl)Cl>[ClH:33].[CH3:30][N:31]([CH2:19][C:9]1[O:10][C:11]2[C:6]([C:7](=[O:29])[C:8]=1[C:21]1[CH:26]=[CH:25][C:24]([O:27][CH3:28])=[CH:23][CH:22]=1)=[C:5]([OH:4])[CH:14]=[C:13]([OH:15])[CH:12]=2)[CH3:32] |f:4.5|. Procedure details: To a solution of 5,7-diacetoxy-4'-methoxy-2-bromomethylisoflavone (500 mg) in 5 ml chloroform, was added 240 mg of 50% aqueous solution of dimethylamine at room temperature with stirring. After one hour, the solid which separated out was filtered off, the filtrate was concentrated under reduced pressure, and the residue was purified by silica gel column chromatography (eluent:chloroform). To the liquid thus obtained was added ethanolic solution of hydrogen chloride, the solvent was distilled off... As a reaction SMILES: [CH3:1][C:2]1([CH2:12][O:13]CC#C)[NH:6][C:5]2(CCC[CH2:8][CH2:7]2)[O:4][CH2:3]1.Cl>O>[NH2:6][C:2]([CH3:1])([CH2:3][O:4][CH2:5][C:7]#[CH:8])[CH2:12][OH:13]. Procedure: 3-Methyl-3prop-2-ynyloxymethyl-1-oxa-4-aza-spiro[4.5]decane (1.83 g) in an aqueous solution of HCl (6N) (2.73 ml) were refluxed for 1 hr. The reaction mixture was cooled down to room temperature, diluted with water and extracted thrice with ethyl ether. The two layers were separated. The aqueous layer was concentrated under reduced pressure and further co-evaporated with toluene to yield 2-amino-2-methyl-3-prop-2-ynyloxy-propan-1-ol hydrochloric salt (1.205 g) as a white beige solid which was us... Starting materials: CC1(COC2(N1)CCCCC2)COCC#C (3-Methyl-3prop-2-ynyloxymethyl-1-oxa-4-aza-spiro[4.5]decane), Cl (HCl). The product is NC(CO)(COCC#C)C (2-amino-2-methyl-3-prop-2-ynyloxy-propan-1-ol). Yield: 102.7%. Run in O (water). Procedure details: 1-[2-(3,3,5,5-Tetramethylcyclohexyl)phenyl]piperazine methanesulfonate (820 mg, 2.07 mmol) was suspended in t-butyl methyl ether (8.2 mL), and a 1N aqueous solution of sodium hydroxide (2.5 mL) was added thereto, followed by stirring at room temperature for 40 minutes. The organic layer was separated and washed twice with water (8 mL), and the solvent was removed under reduced pressure. To the resultant residue were added tetrahydrofuran (6.1 mL), acetic acid (0.116 mL) and cyclopropanecarbaldeh... Yields the product CS(=O)(=O)O.C1(CC1)CN1CCN(CC1)C1=C(C=CC=C1)C1CC(CC(C1)(C)C)(C)C (1-Cyclopropylmethyl-4-[2-(3,3,5,5-tetramethylcyclohexyl)phenyl]piperazine methanesulfonate). As a reaction SMILES: [CH3:1][S:2]([OH:5])(=[O:4])=[O:3].[CH3:6][C:7]1([CH3:27])[CH2:12][C:11]([CH3:14])([CH3:13])[CH2:10][CH:9]([C:15]2[CH:20]=[CH:19][CH:18]=[CH:17][C:16]=2[N:21]2[CH2:26][CH2:25][NH:24][CH2:23][CH2:22]2)[CH2:8]1.[OH-].[Na+].C(O[BH-](O[C:40](=O)[CH3:41])OC(=O)C)(=O)C.[Na+].CS(O)(=O)=O.CO[C:51](C)(C)[CH3:52]>CCCCCCC>[CH3:1][S:2]([OH:5])(=[O:4])=[O:3].[CH:40]1([CH2:41][N:24]2[CH2:23][CH2:22][N:21]([C:16]3[CH:17]=[CH:18][CH:19]=[CH:20][C:15]=3[CH:9]3[CH2:8][C:7]([CH3:27])([CH3:6])[CH2:12][C:11]([CH3:13])([CH3:14])[CH2:10]3)[CH2:26][CH2:25]2)[CH2:52][CH2:51]1 |f:0.1,2.3,4.5,9.10|. Run in CCCCCCC (heptane). Starting materials: COC(C)(C)C (t-butyl methyl ether), CS(=O)(=O)O.CC1(CC(CC(C1)(C)C)C1=C(C=CC=C1)N1CCNCC1)C (1-[2-(3,3,5,5-Tetramethylcyclohexyl)phenyl]piperazine methanesulfonate), aqueous solution, [OH-].[Na+] (sodium hydroxide), C(C)(=O)O[BH-](OC(C)=O)OC(C)=O.[Na+] (sodium triacetoxyborohydride), aqueous solution, [OH-].[Na+] (sodium hydroxide), COC(C)(C)C (t-butyl methyl ether), CS(=O)(=O)O (Methanesulfonic acid). Reaction conditions: time 40 minute. Starting materials: N#CN=C1NCCS1, CN(C)C=O, ClCc1ccccc1, [H-], [Na+]. Product: N#CN=C1SCCN1Cc1ccccc1. As a reaction SMILES: [C:3](#[N:4])[N:5]=[C:6]1[S:7][CH2:8][CH2:9][NH:10]1.[CH3:19][N:20]([CH3:21])[CH:22]=[O:23].[Cl:11][CH2:12][c:13]1[cH:14][cH:15][cH:16][cH:17][cH:18]1.[H-:1].[Na+:2]>>[C:3](#[N:4])[N:5]=[C:6]1[S:7][CH2:8][CH2:9][N:10]1[CH2:12][c:13]1[cH:14][cH:15][cH:16][cH:17][cH:18]1. The reactants are [Al+3], C1CCOC1, CN1CCC(C#N)(c2ccccc2)CC1, [H-], [H-], [H-], [H-], [Li+]. Yields the product CN1CCC(CN)(c2ccccc2)CC1. As a reaction SMILES: [Al+3:17].[CH2:22]1[O:23][CH2:24][CH2:25][CH2:26]1.[CH3:1][N:2]1[CH2:3][CH2:4][C:5]([C:8]#[N:9])([c:10]2[cH:11][cH:12][cH:13][cH:14][cH:15]2)[CH2:6][CH2:7]1.[H-:16].[H-:19].[H-:20].[H-:21].[Li+:18]>>[CH3:1][N:2]1[CH2:3][CH2:4][C:5]([CH2:8][NH2:9])([c:10]2[cH:11][cH:12][cH:13][cH:14][cH:15]2)[CH2:6][CH2:7]1.